Dataset: the Open Reaction Database (ORD), a public repository of structured organic reaction records. Task: describe an organic reaction: reactants, conditions, products, and yield Starting materials: C(C1=CC=CC=C1)OC(=O)N1CCC(CC1)C=CC(C1=CC=CC=C1)=O (1-(Benzyloxycarbonyl)-4-(3-oxo-3-phenylprop-1-en-1-yl)piperidine). Reagents/catalysts: [Pd] (Pd/C). Run in C(C)O (ethanol). Conditions: time 3.5 hour. Product: C(C1=CC=CC=C1)OC(=O)N1CCC(CC1)CCC(C1=CC=CC=C1)=O (1-(benzyloxycarbonyl)-4-(3-oxo-3-phenylprop-1-yl)piperidine). Isolated yield 100.1%. Reaction SMILES: [CH2:1]([O:8][C:9]([N:11]1[CH2:16][CH2:15][CH:14]([CH:17]=[CH:18][C:19](=[O:26])[C:20]2[CH:25]=[CH:24][CH:23]=[CH:22][CH:21]=2)[CH2:13][CH2:12]1)=[O:10])[C:2]1[CH:7]=[CH:6][CH:5]=[CH:4][CH:3]=1>C(O)C.[Pd]>[CH2:1]([O:8][C:9]([N:11]1[CH2:16][CH2:15][CH:14]([CH2:17][CH2:18][C:19](=[O:26])[C:20]2[CH:25]=[CH:24][CH:23]=[CH:22][CH:21]=2)[CH2:13][CH2:12]1)=[O:10])[C:2]1[CH:3]=[CH:4][CH:5]=[CH:6][CH:7]=1. Reported procedure: 1-(Benzyloxycarbonyl)-4-(3-oxo-3-phenylprop-1-en-1-yl)piperidine from Step A (0.95 g, 2.7 mmol) was hydrogenated using 5% Pd/C (10 mg) in 95% ethanol (20 mL) at atmospheric pressure. After 3.5 h, the mixture was filtered and the catalyst was washed with 95% ethanol. Evaporation of the filtrate gave 0.95 g of 1-(benzyloxycarbonyl)-4-(3-oxo-3-phenylprop-1-yl)piperidine as a colorless syrup. Starting materials: BrC=1C=NN(C1N=S(C)C)C (N-(4-bromo-1-methyl-5-pyrazolyl)-S,S-dimethylsulfilimine), NC1=C(C=NN1C)Br (5-amino-4-bromo-1-methylpyrazole), N1=CC=CC=C1 (pyridine), ClS(=O)(=O)C1=NN2C(=NC(=CC2=N1)F)OCC (2-chlorosulfonyl-5-ethoxy-7-fluoro[1,2,4]triazolo[1,5-c]pyrimidine). Run in ClCCl (dichloromethane), ClCCl (dichloromethane). Run at temperature -10 celsius. Product: BrC=1C=CC(=NC1)N=S(C)C (N-(5-bromo-2-pyridinyl)-S,S-dimethylsulfilimine). Yield: 428.9%. RXN SMILES: Br[C:2]1[CH:3]=N[N:5]([CH3:11])[C:6]=1[N:7]=[S:8]([CH3:10])[CH3:9].NC1N(C)N=C[C:14]=1[Br:19].N1C=CC=CC=1.ClS(C1N=C2N(C(OCC)=NC(F)=C2)N=1)(=O)=O>ClCCl>[Br:19][C:14]1[CH:3]=[CH:2][C:6]([N:7]=[S:8]([CH3:10])[CH3:9])=[N:5][CH:11]=1. Procedure details: A mixture containing about 53 mmol of N-(4-bromo-1-methyl-5-pyrazolyl)-S,S-dimethylsulfilimine in about 28 mL of dichloromethane solution prepared in Example 7 omitting the recovery step was cooled to -10° C. and 1.0 g (5.7 mmol) of 5-amino-4-bromo-1-methylpyrazole, 0.54 g (6.8 mmol) of pyridine, 11.8 mmol of 2-chlorosulfonyl-5-ethoxy-7-fluoro[1,2,4]triazolo[1,5-c]pyrimidine, and 5 mL of dichloromethane were added sequentially with stirring and cooling at about -10° C. The mixture was allowed to... The reactants are C1CCOC1, CCN(C(C)C)C(C)C, CCOC(=O)Cl, Cc1ccc2c(N3CCCC(CN)C3)nc(-c3c(O)cccc3F)nc2c1. Product: CCOC(=O)NCC1CCCN(c2nc(-c3c(O)cccc3F)nc3cc(C)ccc23)C1. Reaction SMILES: [CH2:43]1[O:44][CH2:45][CH2:46][CH2:47]1.[CH:28]([N:29]([CH:30]([CH3:31])[CH3:32])[CH2:33][CH3:34])([CH3:35])[CH3:36].[Cl:37][C:38](=[O:39])[O:40][CH2:41][CH3:42].[NH2:1][CH2:2][CH:3]1[CH2:4][N:5]([c:9]2[n:10][c:11](-[c:20]3[c:21]([OH:27])[cH:22][cH:23][cH:24][c:25]3[F:26])[n:12][c:13]3[cH:14][c:15]([CH3:19])[cH:16][cH:17][c:18]23)[CH2:6][CH2:7][CH2:8]1>>[NH:1]([CH2:2][CH:3]1[CH2:4][N:5]([c:9]2[n:10][c:11](-[c:20]3[c:21]([OH:27])[cH:22][cH:23][cH:24][c:25]3[F:26])[n:12][c:13]3[cH:14][c:15]([CH3:19])[cH:16][cH:17][c:18]23)[CH2:6][CH2:7][CH2:8]1)[C:38](=[O:39])[O:40][CH2:41][CH3:42].